Dataset: the Open Reaction Database (ORD), a public repository of structured organic reaction records. Task: describe an organic reaction: reactants, conditions, products, and yield The reactants are C(C=C)C1(C(CCCC1)=O)C1=CC=CC=C1 (2-allyl-2-phenylcyclohexanone), C(CO)O (ethylene glycol), NN (hydrazine), [OH-].[K+] (potassium hydroxide), hydrazone. Run at temperature 100 celsius, time 1 hour. Product: C(C=C)C1(CCCCC1)C1=CC=CC=C1 ((1-Allylcyclohexyl)benzene). Yield: 44.8%. Reaction SMILES: [CH2:1]([C:4]1([C:11]2[CH:16]=[CH:15][CH:14]=[CH:13][CH:12]=2)[CH2:9][CH2:8][CH2:7][CH2:6][C:5]1=O)[CH:2]=[CH2:3].C(O)CO.NN.[OH-].[K+]>>[CH2:1]([C:4]1([C:11]2[CH:16]=[CH:15][CH:14]=[CH:13][CH:12]=2)[CH2:9][CH2:8][CH2:7][CH2:6][CH2:5]1)[CH:2]=[CH2:3] |f:3.4|. Procedure details: To a solution of 2-allyl-2-phenylcyclohexanone (1.97 g, 9.19 mmol) in ethylene glycol (8 mL, 143 mmol) were added hydrazine (0.8 mL, 25 5 mmol) and potassium hydroxide (1.547 g, 27 6 mmol), and the mixture was stirred at 100° C. for 1 hr and refluxed in a 180° C. oil bath for 2.5 hrs. TLC showed that the hydrazone formation nearly complete. Then the excess hydrazine and water were distilled out in a 200° C. oil bath, and it was continued to heat at the same temperature for 4 hrs. After cooling t... The product is COc1cc(N2CCCN(C)CC2)c2[nH]c(C(=O)Nc3ccc(N4CCOCC4)cc3)cc(=O)c2c1. The reactants are CO, Cl, [Na+], COc1cc(N2CCCN(C)CC2)c2nc(C(=O)Nc3ccc(N4CCOCC4)cc3)cc(OCOCC[Si](C)(C)C)c2c1, [OH-]. Reaction SMILES: [CH3:48][OH:49].[ClH:45].[Na+:47].[O:1]1[CH2:2][CH2:3][N:4]([c:7]2[cH:8][cH:9][c:10]([NH:13][C:14](=[O:15])[c:16]3[n:17][c:18]4[c:19]([N:37]5[CH2:38][CH2:39][N:40]([CH3:44])[CH2:41][CH2:42][CH2:43]5)[cH:20][c:21]([O:35][CH3:36])[cH:22][c:23]4[c:24]([O:26][CH2:27][O:28][CH2:29][CH2:30][Si:31]([CH3:32])([CH3:33])[CH3:34])[cH:25]3)[cH:11][cH:12]2)[CH2:5][CH2:6]1.[OH-:46]>>[O:1]1[CH2:2][CH2:3][N:4]([c:7]2[cH:8][cH:9][c:10]([NH:13][C:14](=[O:15])[c:16]3[nH:17][c:18]4[c:19]([N:37]5[CH2:38][CH2:39][N:40]([CH3:44])[CH2:41][CH2:42][CH2:43]5)[cH:20][c:21]([O:35][CH3:36])[cH:22][c:23]4[c:24](=[O:26])[cH:25]3)[cH:11][cH:12]2)[CH2:5][CH2:6]1. Starting materials: C1=NC(=CC2=CC=CC=C12)C(=O)O (isoquinoline-3-carboxylic acid), B.C1CCOC1 (BH3-THF), CO (CH3OH). The solvent is C1CCOC1 (THF). Conditions: temperature 0.75 celsius, time 17 hour. Product: OCC=1N=CC2=CC=CC=C2C1 (3-(hydroxymethyl)isoquinoline). The yield is 12.3%. Reaction SMILES: [CH:1]1[C:10]2[C:5](=[CH:6][CH:7]=[CH:8][CH:9]=2)[CH:4]=[C:3]([C:11](O)=[O:12])[N:2]=1.B.C1COCC1.CO>C1COCC1>[OH:12][CH2:11][C:3]1[N:2]=[CH:1][C:10]2[C:5]([CH:4]=1)=[CH:6][CH:7]=[CH:8][CH:9]=2 |f:1.2|. Reported procedure: To a stirred solution of isoquinoline-3-carboxylic acid (0.3179 g, 1.84 mmol) in dry THF (10 mL) at room temperature was added BH3-THF (1.0 M, 7.5 mL, 7.5 mmol). The mixture was stirred for 17 hrs, dry CH3OH (10 mL) was added, and the reaction was heated to 0.75° C. with stirring for a further 24 hrs. The mixture was concentrated and the residue was treated with dry CH3OH (3×10 mL), removing the solvent by evaporation each time. The crude product was purified by column chromatography (12 g silic... The reactants are C(C)(C)O (Isopropyl alcohol), C12(C(=O)CC(CC1)C2(C)C)CS(=O)(=O)O (10-Camphorsulfonic acid), NC=1C=CC2=C(NC(CCC2)=O)C1 (8-Amino-1,3,4,5-tetrahydro-benzo[b]azepin-2-one), C1(CC1)CNC(C1=C(C(=CC=C1)F)NC1=NC(=NC=C1Cl)Cl)=O (N-Cyclopropylmethyl-2-(2,5-dichloro-pyrimidin-4-ylamino)-3-fluoro-benzamide). Run in C(C)#N (Acetonitrile), O (water). Product: ClC=1C(=NC(=NC1)NC=1C=CC2=C(NC(CCC2)=O)C1)NC1=C(C(=O)NCC2CC2)C=CC=C1F (2-[5-Chloro-2-(2-oxo-2,3,4,5-tetrahydro-1H-benzo[b]azepin-8-ylamino)-pyrimidin-4-ylamino]-N-cyclopropylmethyl-3-fluoro-benzamide). As a reaction SMILES: C12(CS(O)(=O)=O)C(C)(C)C(CC1)CC2=O.[NH2:16][C:17]1[CH:18]=[CH:19][C:20]2[CH2:26][CH2:25][CH2:24][C:23](=[O:27])[NH:22][C:21]=2[CH:28]=1.[CH:29]1([CH2:32][NH:33][C:34](=[O:51])[C:35]2[CH:40]=[CH:39][CH:38]=[C:37]([F:41])[C:36]=2[NH:42][C:43]2[C:48]([Cl:49])=[CH:47][N:46]=[C:45](Cl)[N:44]=2)[CH2:31][CH2:30]1.C(O)(C)C>C(#N)C.O>[Cl:49][C:48]1[C:43]([NH:42][C:36]2[C:37]([F:41])=[CH:38][CH:39]=[CH:40][C:35]=2[C:34]([NH:33][CH2:32][CH:29]2[CH2:31][CH2:30]2)=[O:51])=[N:44][C:45]([NH:16][C:17]2[CH:18]=[CH:19][C:20]3[CH2:26][CH2:25][CH2:24][C:23](=[O:27])[NH:22][C:21]=3[CH:28]=2)=[N:46][CH:47]=1. Procedure details: 10-Camphorsulfonic acid (21 mg, 0.090 mmol), 8-Amino-1,3,4,5-tetrahydro-benzo[b]azepin-2-one (53 mg, 0.30 mmol) and N-Cyclopropylmethyl-2-(2,5-dichloro-pyrimidin-4-ylamino)-3-fluoro-benzamide (110 mg, 0.30 mmol) in Acetonitrile (3 mL) was irradiated in a CEM microwave (120° C., 40 min) Only partial conversion, due to poor solvation. Add Isopropyl alcohol (2 mL) and irradiate an additional 3 h, 120° C. Work up by pouring into 20 mL 1:1 water:satd. aq. sodium bicarbonate and extract with DCM (2×15...